From a dataset of the Open Reaction Database (ORD), a public repository of structured organic reaction records. describe an organic reaction: reactants, conditions, products, and yield Reactants: FC1=CC=C(C=2N=C(SC21)C=2C(=NC=C(C2)C=2C=NN(C2)C2CCNCC2)N)C(F)(F)F (3-(7-fluoro-4-trifluoromethylbenzothiazol-2-yl)-5-(1-piperidin-4-yl-1H-pyrazol-4-yl)-pyridin-2-ylamine), IC=1SC2=C(N1)C(=CC=C2)OC(F)(F)F (2-iodo-4-trifluoromethoxy-1,3-benzothiazole). Product: N1CCC(CC1)N1N=CC(=C1)C=1C=C(C(=NC1)N)C=1SC2=C(N1)C(=CC=C2)OC(F)(F)F (5-(1-Piperidin-4-yl-1H-pyrazol-4-yl)-3-(4-trifluoromethoxybenzothiazol-2-yl)-pyridin-2-ylamine). Reaction SMILES: F[C:2]1[C:10]2[S:9][C:8]([C:11]3[C:12]([NH2:28])=[N:13][CH:14]=[C:15]([C:17]4[CH:18]=[N:19][N:20]([CH:22]5[CH2:27][CH2:26][NH:25][CH2:24][CH2:23]5)[CH:21]=4)[CH:16]=3)=[N:7][C:6]=2[C:5](C(F)(F)F)=[CH:4][CH:3]=1.IC1SC2C=CC=C([O:43][C:44]([F:47])([F:46])[F:45])C=2N=1>>[NH:25]1[CH2:26][CH2:27][CH:22]([N:20]2[CH:21]=[C:17]([C:15]3[CH:16]=[C:11]([C:8]4[S:9][C:10]5[CH:2]=[CH:3][CH:4]=[C:5]([O:43][C:44]([F:47])([F:46])[F:45])[C:6]=5[N:7]=4)[C:12]([NH2:28])=[N:13][CH:14]=3)[CH:18]=[N:19]2)[CH2:23][CH2:24]1. Procedure: Following the procedure for 3-(7-fluoro-4-trifluoromethylbenzothiazol-2-yl)-5-(1-piperidin-4-yl-1H-pyrazol-4-yl)-pyridin-2-ylamine, using 2-iodo-4-trifluoromethoxy-1,3-benzothiazole and conducting the Suzuki coupling at 50° C. for 12 h, the title compound was obtained as a yellow solid. 1H NMR (400 MHz, DMSO-d6): δ=9.12-9.03 (brm, 1H), 8.94-8.82 (brm, 1H), 8.57 (d, J=2.0 Hz, 1H), 8.41 (brs, 2H), 8.34 (very brs, 2H), 8.26 (dd, J=2.2, 6.6 Hz, 1H), 8.07 (s, 1H), 7.66-7.60 (m, 2H), 4.57-4.48 (mc, 1H... Reactants: C1(=CC(=CC=C1)CC1CCC=2NC(=CC21)C(=O)OC)C2=CC=CC=C2 (methyl 4-(biphenyl-3-ylmethyl)-1,4,5,6-tetrahydrocyclopenta[b]pyrrole-2-carboxylate), [OH-].[Li+] (lithium hydroxide), CO (methanol). Solvent: C1CCOC1 (THF). The product is C1(=CC(=CC=C1)CC1CCC=2NC(=CC21)C(=O)O)C2=CC=CC=C2 (4-(biphenyl-3-ylmethyl)-1,4,5,6-tetrahydrocyclopenta[b]pyrrole-2-carboxylic acid). Reaction SMILES: [C:1]1([C:20]2[CH:25]=[CH:24][CH:23]=[CH:22][CH:21]=2)[CH:6]=[CH:5][CH:4]=[C:3]([CH2:7][CH:8]2[C:15]3[CH:14]=[C:13]([C:16]([O:18]C)=[O:17])[NH:12][C:11]=3[CH2:10][CH2:9]2)[CH:2]=1.[OH-].[Li+].CO>C1COCC1>[C:1]1([C:20]2[CH:25]=[CH:24][CH:23]=[CH:22][CH:21]=2)[CH:6]=[CH:5][CH:4]=[C:3]([CH2:7][CH:8]2[C:15]3[CH:14]=[C:13]([C:16]([OH:18])=[O:17])[NH:12][C:11]=3[CH2:10][CH2:9]2)[CH:2]=1 |f:1.2|. Procedure details: The title compound was synthesized from methyl 4-(biphenyl-3-ylmethyl)-1,4,5,6-tetrahydrocyclopenta[b]pyrrole-2-carboxylate (0.041 g, 0.124 mmol) and lithium hydroxide (0.055 g, 1.31 mmol in 1 mL water), according to General Procedure 7. A 1:1 mixture of methanol (MeOH) and THF (2 mL) was used. The resulting product was purified by reverse phase HPLC, eluting with a gradient of 40-100% MeOH: water (with 0.1% formic acid) to afford the title compound: 24.0 mg, 61% yield. 1H NMR (400 MHz, METHANOL... Starting materials: polystyrene, Cl (hydrochloric acid), C(C)(C)(C)OC1=CC=C(C=C)C=C1 (p-tert-butoxystyrene), OC1=CC=C(C=C)C=C1.C(C)(C)(C)OC1=CC=C(C=C)C=C1 (p-hydroxystyrene p-tert-butoxystyrene), OC1=CC=C(C=C)C=C1 (p-hydroxystyrene). Solvent: O (water), C(C)(C)O (isopropanol). Run at time 4 hour. Yields the product C(C)OCCOC1=CC=C(C=C)C=C1.OC1=CC=C(C=C)C=C1.C(C)(C)(C)OC1=CC=C(C=C)C=C1 (p-1-ethoxyethoxystyrene p-hydroxystyrene p-tert-butoxystyrene). RXN SMILES: Cl.[OH:2][C:3]1[CH:10]=[CH:9][C:6]([CH:7]=[CH2:8])=[CH:5][CH:4]=1.[C:11]([O:15][C:16]1C=CC(C=C)=C[CH:17]=1)(C)(C)[CH3:12].[OH:24][C:25]1[CH:32]=[CH:31][C:28]([CH:29]=[CH2:30])=[CH:27][CH:26]=1.[C:33]([O:37][C:38]1[CH:45]=[CH:44][C:41]([CH:42]=[CH2:43])=[CH:40][CH:39]=1)([CH3:36])([CH3:35])[CH3:34]>C(O)(C)C.O>[CH2:11]([O:15][CH2:16][CH2:17][O:2][C:3]1[CH:10]=[CH:9][C:6]([CH:7]=[CH2:8])=[CH:5][CH:4]=1)[CH3:12].[OH:24][C:25]1[CH:32]=[CH:31][C:28]([CH:29]=[CH2:30])=[CH:27][CH:26]=1.[C:33]([O:37][C:38]1[CH:39]=[CH:40][C:41]([CH:42]=[CH2:43])=[CH:44][CH:45]=1)([CH3:36])([CH3:34])[CH3:35] |f:1.2,7.8.9|. Procedure details: Poly(p-tert-butoxystyrene) obtained in the same manner as described in Production Example 1(1) in an amount of 15.0 g was suspended in isopropanol and added with 15 ml of concentrated hydrochloric acid. The reaction was carried out at 70° to 80° C. for 4 hours with stirring. After cooling, the reaction solution was poured into 1000 ml of water to deposit crystals. The deposited crystals were filtered, washed with water and dried under reduced pressure to give 9.4 g of white powdered crystals of ... Reactants: C(=O)(O)CCCCCCCCCCCCCCCCCCCCCNC(\C=C/C(=O)O)=O (N-(21-carboxyheneicosyl)maleamic acid), C(C)(=O)OC(C)=O (acetic anhydride), C(C)(=O)[O-].[Na+] (sodium acetate). The product is C1(C=CC(N1CCCCCCCCCCCCCCCCCCCCCC(=O)O)=O)=O (22-maleimidodocosanoic acid). As a reaction SMILES: [C:1]([CH2:4][CH2:5][CH2:6][CH2:7][CH2:8][CH2:9][CH2:10][CH2:11][CH2:12][CH2:13][CH2:14][CH2:15][CH2:16][CH2:17][CH2:18][CH2:19][CH2:20][CH2:21][CH2:22][CH2:23][CH2:24][NH:25][C:26](=[O:32])/[CH:27]=[CH:28]\[C:29]([OH:31])=O)([OH:3])=[O:2].C(OC(=O)C)(=O)C.C([O-])(=O)C.[Na+]>>[C:26]1(=[O:32])[N:25]([CH2:24][CH2:23][CH2:22][CH2:21][CH2:20][CH2:19][CH2:18][CH2:17][CH2:16][CH2:15][CH2:14][CH2:13][CH2:12][CH2:11][CH2:10][CH2:9][CH2:8][CH2:7][CH2:6][CH2:5][CH2:4][C:1]([OH:3])=[O:2])[C:29](=[O:31])[CH:28]=[CH:27]1 |f:2.3|. Procedure: A mixture of N-(21-carboxyheneicosyl)maleamic acid (450 mg, 0.99 mmoles), 2.8 ml of acetic anhydride, and anhydrous sodium acetate (40.7 mg, 0.50 mmoles) was reacted at 100° C. for 1 hour. After the completion of reaction, the reaction mixture was treated in the same manner as in Example 1, to give 22-maleimidodocosanoic acid having the following properties. The reactants are BrC(C(=O)O)CC(=O)O (bromosuccinic acid), S-(+)-aspartic acid, ClC(C(=O)O)CC(=O)O (chlorosuccinic acid), BrC(C(=O)O)CC(=O)O (bromosuccinic acid). Product: C([C@@H](C(=O)O)Br)C(=O)O (S-(−)-bromosuccinic acid). Isolated yield 88.0%. As a reaction SMILES: [Br:1][CH:2]([CH2:6][C:7]([OH:9])=[O:8])[C:3]([OH:5])=[O:4].ClC(CC(O)=O)C(O)=O>>[CH2:6]([C:7]([OH:9])=[O:8])[C@H:2]([Br:1])[C:3]([OH:5])=[O:4]. Procedure: In the reference cited above (J. A. Frick et al., 1992), the preparation of S-(−)-chlorosuccinic acid is simply described as: “S-aspartic acid was converted to S-chlorosuccinic acid by treatment with sodium nitrite in hydrochloric acid”. In the diagram on page 621 of the reference cited, the yield of the synthesis step from S-aspartic acid to S-chlorosuccinic acid is 70%. In the experimental part, the only example of preparation is provided for S-bromosuccinic acid, with a yield of 88%. The brom... Reactants: O=C(NC1C(=O)NC1CO)OCc1ccccc1, O=C=NS(=O)(=O)Cl, ClCCl, [Na+], [Na+], O=S([O-])[O-]. The product is NC(=O)OCC1NC(=O)C1NC(=O)OCc1ccccc1. RXN SMILES: [CH2:1]([c:2]1[cH:3][cH:4][cH:5][cH:6][cH:7]1)[O:8][C:9](=[O:10])[NH:11][CH:12]1[C:13](=[O:18])[NH:14][CH:15]1[CH2:16][OH:17].[Cl:19][S:20](=[O:21])(=[O:22])[N:23]=[C:24]=[O:25].[Cl:32][CH2:33][Cl:34].[Na+:30].[Na+:31].[S:26]([O-:27])([O-:28])=[O:29]>>[CH2:1]([c:2]1[cH:3][cH:4][cH:5][cH:6][cH:7]1)[O:8][C:9](=[O:10])[NH:11][CH:12]1[C:13](=[O:18])[NH:14][CH:15]1[CH2:16][O:17][C:24]([NH2:23])=[O:25]. Procedure details: In accordance with one preferred embodiment of the present invention, there is provided a process for the preparation of resorcin comprising contacting impure meta-diisopropylbenzene dihydroperoxide obtained by liquid phase air oxidation of meta-diisopropylbenzene and/or meta-diisopropylbenzene monohydroperoxide, with a synthetic silica-alumina catalyst having a silica content of 60 to 95% by weight and a specific surface area of at least 100 m2 /g, under refluxing conditions in a mixed solvent ... Yields the product C(C)(C)C1=CC(=CC=C1)C(C)C (meta-diisopropylbenzene), [O-]O.C(C)(C)C1=CC(=CC=C1)C(C)C (meta-diisopropylbenzene monohydroperoxide). Reactants: C1(O)=CC(O)=CC=C1 (resorcin), [O-]O.[O-]O.C(C)(C)C1=CC(=CC=C1)C(C)C (meta-diisopropylbenzene dihydroperoxide). RXN SMILES: C1(C=CC=C(O)C=1)O.[O-:9][OH:10].[O-]O.[CH:13]([C:16]1[CH:21]=[CH:20][CH:19]=[C:18]([CH:22]([CH3:24])[CH3:23])[CH:17]=1)([CH3:15])[CH3:14]>>[CH:22]([C:18]1[CH:19]=[CH:20][CH:21]=[C:16]([CH:13]([CH3:15])[CH3:14])[CH:17]=1)([CH3:24])[CH3:23].[O-:9][OH:10].[CH:22]([C:18]1[CH:19]=[CH:20][CH:21]=[C:16]([CH:13]([CH3:15])[CH3:14])[CH:17]=1)([CH3:24])[CH3:23] |f:1.2.3,5.6|. Starting materials: FC1=CC=C(C=C1)N1C=CC2=CC(=CC=C12)O (1-(4-Fluoro-phenyl)-1H-indol-5-ol), BrC=CCCBr (1,4-dibromobutene). The product is BrCC=CCOC=1C=C2C=CN(C2=CC1)C1=CC=C(C=C1)F (5-(4-Bromo-but-2-enyloxy)-1-(4-fluoro-phenyl)-1H-indole). RXN SMILES: [F:1][C:2]1[CH:7]=[CH:6][C:5]([N:8]2[C:16]3[C:11](=[CH:12][C:13]([OH:17])=[CH:14][CH:15]=3)[CH:10]=[CH:9]2)=[CH:4][CH:3]=1.[Br:18][CH:19]=[CH:20][CH2:21][CH2:22]Br>>[Br:18][CH2:19][CH:20]=[CH:21][CH2:22][O:17][C:13]1[CH:12]=[C:11]2[C:16](=[CH:15][CH:14]=1)[N:8]([C:5]1[CH:6]=[CH:7][C:2]([F:1])=[CH:3][CH:4]=1)[CH:9]=[CH:10]2. Procedure: In analogy to example 3.1, 1-(4-Fluoro-phenyl)-1H-indol-5-ol and 1,4-dibromobutene were converted to yield 5-(4-Bromo-but-2-enyloxy)-1-(4-fluoro-phenyl)-1H-indole as colorless liquid, MS: 359 (M, 1Br). Starting materials: CCBr, COc1cccc(C2CCCCNC2=O)c1, CC(C)[N-]C(C)C, Cl, [Li+], C1CCOC1. The product is CCC1(c2cccc(OC)c2)CCCCNC1=O. Reaction SMILES: [CH2:25]([Br:26])[CH3:27].[CH3:1][O:2][c:3]1[cH:4][c:5]([CH:9]2[C:10](=[O:16])[NH:11][CH2:12][CH2:13][CH2:14][CH2:15]2)[cH:6][cH:7][cH:8]1.[CH:17]([CH3:18])([N-:19][CH:20]([CH3:21])[CH3:22])[CH3:23].[ClH:28].[Li+:24].[O:29]1[CH2:30][CH2:31][CH2:32][CH2:33]1>>[CH3:1][O:2][c:3]1[cH:4][c:5]([C:9]2([CH2:17][CH3:18])[C:10](=[O:16])[NH:11][CH2:12][CH2:13][CH2:14][CH2:15]2)[cH:6][cH:7][cH:8]1. The reactants are C(C)(=O)NC(C(=O)OCC)C(=O)OCC (Diethyl acetamidomalonate), [H-].[Na+] (sodium hydride), ( B ), C1(C=2C(C(N1CCCCCBr)=O)=CC=CC2)=O (5-phthalimidopentyl bromide), Cl.O1CCOCC1 (HCl dioxane). Run in C1(=CC=CC=C1)C (toluene), CN(C)C=O (DMF), CN(C)C=O (DMF). Yields the product C(C)(=O)NC(C(=O)OCC)(C(=O)OCC)CCCCCN1C(C=2C(C1=O)=CC=CC2)=O (diethyl 2-acetamido-2-(5-phthalimidopentyl)-malonate). Isolated yield 163.1%. RXN SMILES: [C:1]([NH:4][CH:5]([C:11]([O:13][CH2:14][CH3:15])=[O:12])[C:6]([O:8][CH2:9][CH3:10])=[O:7])(=[O:3])[CH3:2].[H-].[Na+].[C:18]1(=[O:34])[N:22]([CH2:23][CH2:24][CH2:25][CH2:26][CH2:27]Br)[C:21](=[O:29])[C:20]2=[CH:30][CH:31]=[CH:32][CH:33]=[C:19]12.Cl.O1CCOCC1>C1(C)C=CC=CC=1.CN(C=O)C>[C:1]([NH:4][C:5]([CH2:27][CH2:26][CH2:25][CH2:24][CH2:23][N:22]1[C:21](=[O:29])[C:20]2=[CH:30][CH:31]=[CH:32][CH:33]=[C:19]2[C:18]1=[O:34])([C:11]([O:13][CH2:14][CH3:15])=[O:12])[C:6]([O:8][CH2:9][CH3:10])=[O:7])(=[O:3])[CH3:2] |f:1.2,4.5|. Procedure details: Diethyl acetamidomalonate (2.80 g, 12.9 mmole) in 10 ml dimethylformamide (dried over 4A sieves, degassed) was added dropwise over 15 minutes to a suspension of sodium hydride (515 mg of 60% NaH/oil washed free of oil with hexane, 12.9 mmole) in 10 ml DMF with external cooling to maintain reaction temperature <10° C. The reaction mixture was warmed slowly to room temperature over 45 minutes. A solution of 5-phthalimidopentyl bromide (4.24 g, 14.3 mmole) in 10 ml DMF was added in four portions at...